Dataset: the Open Reaction Database (ORD), a public repository of structured organic reaction records. Task: describe an organic reaction: reactants, conditions, products, and yield The reactants are [OH-].[Na+] (sodium hydroxide), [BH4-].[Na+] (sodium borohydride), Cl.C(C=C)NC1CC(C2=C(CC1)C=CC=C2)=O (7-allylamino-5-oxo-6,7,8,9-tetrahydro [5H] benzocycloheptene hydrochloride), C(C)O (ethanol). Solvent: 7, O (water). Conditions: temperature 20 celsius. The product is C(C=C)NC1CC(C2=C(CC1)C=CC=C2)O (7-allylamino-5ξ-hydroxy-6,7,8,9-tetrahydro [5H] benzocycloheptene). The yield is 98.4%. RXN SMILES: [BH4-].[Na+].Cl.[CH2:4]([NH:7][CH:8]1[CH2:14][CH2:13][C:12]2[CH:15]=[CH:16][CH:17]=[CH:18][C:11]=2[C:10](=[O:19])[CH2:9]1)[CH:5]=[CH2:6].C(O)C.[OH-].[Na+]>O>[CH2:4]([NH:7][CH:8]1[CH2:14][CH2:13][C:12]2[CH:15]=[CH:16][CH:17]=[CH:18][C:11]=2[CH:10]([OH:19])[CH2:9]1)[CH:5]=[CH2:6] |f:0.1,2.3,5.6|. Procedure details: 7.3 g of sodium borohydride was added over 30 minutes at 15° C to a solution of 7.3 g of the product of Step A in 7 3 ml of ethanol and 7.3 ml of water and the mixture was stirred for an hour at 20° C. The mixture was made alkaline with concentrated sodium hydroxide and the ethanol was evaporated. Water was added thereto and the mixture was extracted with methylene chloride. The organic phase was washed with water, dried and evaporated to dryness to obtain 6.2 g of 7-allylamino-5ξ-hydroxy-6,7,8,...